This data is from the Open Reaction Database (ORD), a public repository of structured organic reaction records. The task is: describe an organic reaction: reactants, conditions, products, and yield The reactants are BrC=1C=CC(=C(CCN)C1)C (N-(5-bromo-2-methylbenzyl)methylamine), C([O-])([O-])=O.[Na+].[Na+] (sodium carbonate), CN(C=O)C (N,N-dimethylformamide), BrCC=CC#CC(C)(C)C (1-bromo-6,6-dimethyl-2-hepten-4-yne), CN(C=O)C (N,N-dimethylformamide). The product is CC(C#C/C=C/CN(C)CC1=C(C=CC(=C1)Br)C)(C)C (trans-N-(6,6-Dimethyl-2-hepten-4-ynyl)-N-methyl-(5-bromo-2-methylbenzyl)amine). Yield: 24.4%. RXN SMILES: [Br:1][C:2]1[CH:3]=[CH:4][C:5]([CH3:11])=[C:6]([CH:10]=1)[CH2:7]CN.C(=O)([O-])[O-].[Na+].[Na+].Br[CH2:19][CH:20]=[CH:21][C:22]#[C:23][C:24]([CH3:27])([CH3:26])[CH3:25].[CH3:28][N:29](C)C=O>>[CH3:25][C:24]([CH3:27])([CH3:26])[C:23]#[C:22]/[CH:21]=[CH:20]/[CH2:19][N:29]([CH2:7][C:6]1[CH:10]=[C:2]([Br:1])[CH:3]=[CH:4][C:5]=1[CH3:11])[CH3:28] |f:1.2.3|. Reported procedure: N-(5-bromo-2-methylbenzyl)methylamine (2.89 g; 13.5 mmol) and sodium carbonate (1.50 g; 14.2 mmol) were added to N,N-dimethylformamide (25 ml). While the mixture was stirred at room temperature, 1-bromo-6,6-dimethyl-2-hepten-4-yne (2.71 g; 13.5 mmol) in N,N-dimethylformamide (5 ml) was added dropwise. The mixture was stirred for 21 hours at room temperature, and concentrated under reduced pressure. Water was added to the residue, and the mixture was extracted with ether (150 ml). The organic lay... Reactants: CCOC(=O)C=Cc1cn(C)cn1, C1CCOC1, [Pd]. Yields the product CCOC(=O)CCc1cn(C)cn1. Reaction SMILES: [CH3:1][n:2]1[cH:3][n:4][c:5]([CH:7]=[CH:8][C:9](=[O:10])[O:11][CH2:12][CH3:13])[cH:6]1.[O:14]1[CH2:15][CH2:16][CH2:17][CH2:18]1.[Pd:19]>>[CH3:1][n:2]1[cH:3][n:4][c:5]([CH2:7][CH2:8][C:9](=[O:10])[O:11][CH2:12][CH3:13])[cH:6]1. The reactants are CSCCC(NC(=O)OC(C)(C)C)C(=O)O, CN1CCOCC1, CN(C)C=O, CC(C)COC(=O)Cl, Cc1cccc(N)c1C(=O)O, C1CCOC1. Yields the product CSCCC(NC(=O)OC(C)(C)C)C(=O)Nc1cccc(C)c1C(=O)O. As a reaction SMILES: [C:1]([CH3:2])([CH3:3])([CH3:4])[O:5][C:6](=[O:7])[NH:8][CH:9]([CH2:10][CH2:11][S:12][CH3:13])[C:14](=[O:15])[OH:16].[CH3:17][N:18]1[CH2:19][CH2:20][O:21][CH2:22][CH2:23]1.[CH3:43][N:44]([CH3:45])[CH:46]=[O:47].[Cl:24][C:25]([O:26][CH2:27][CH:28]([CH3:29])[CH3:30])=[O:31].[NH2:32][c:33]1[c:34]([C:35](=[O:36])[OH:37])[c:38]([CH3:42])[cH:39][cH:40][cH:41]1.[O:48]1[CH2:49][CH2:50][CH2:51][CH2:52]1>>[C:1]([CH3:2])([CH3:3])([CH3:4])[O:5][C:6](=[O:7])[NH:8][CH:9]([CH2:10][CH2:11][S:12][CH3:13])[C:14](=[O:16])[NH:32][c:33]1[c:34]([C:35](=[O:36])[OH:37])[c:38]([CH3:42])[cH:39][cH:40][cH:41]1. Starting materials: C(CCCCCCCCCCC\C=C/CCCCCCCC)(=O)O (erucic acid), C1=CC=C(C(=C1)CC(=O)[O-])NC2=C(C=CC=C2Cl)Cl.[Na+] (sodium diclofenac), C(CCCCCCCCCCC\C=C/CCCCCCCC)(=O)O (erucic acid). Run in C(C)O (ethanol). Product: C=1C=CC(=C(C1)CC(=O)O)NC=2C(=CC=CC2Cl)Cl (diclofenac). As a reaction SMILES: C(O)(=O)CCCCCCCCCCC/C=C\CCCCCCCC.[CH:25]1[CH:30]=[C:29]([CH2:31][C:32]([O-:34])=[O:33])[C:28]([NH:35][C:36]2[C:41]([Cl:42])=[CH:40][CH:39]=[CH:38][C:37]=2[Cl:43])=[CH:27][CH:26]=1.[Na+]>C(O)C>[CH:25]1[CH:26]=[CH:27][C:28]([NH:35][C:36]2[C:41]([Cl:42])=[CH:40][CH:39]=[CH:38][C:37]=2[Cl:43])=[C:29]([CH2:31][C:32]([OH:34])=[O:33])[CH:30]=1 |f:1.2|. Reported procedure: A rectal suppository comprising erucic acid, beeswax, and the medicine diclofenac was prepared as follows: About 8.08 kg of micronized sodium diclofenac was added to a homogenous melt containing about 122.34 kg of erucic acid and about 13.57 kg of beeswax at a temperature of about 75° C. The medicine and suppository base was mixed gently until homogenous and the ethanol evaporated then poured into a mold. Upon cooling the suppository was removed from the mold.